From a dataset of the Open Reaction Database (ORD), a public repository of structured organic reaction records. describe an organic reaction: reactants, conditions, products, and yield Reactants: Cl.C1(CC1)COC1=C(C=C(C(=C1)OC)F)C=1C2=C(N=C(N1)C)C(=C(N2)C)C(=O)NC2CCNCC2 (4-[2-(cyclopropylmethoxy)-5-fluoro-4-methoxyphenyl]-2,6-dimethyl-N-(piperidin-4-yl)-5H-pyrrolo[3,2-d]pyrimidine-7-carboxamide hydrochloride), C(C)(=O)Cl (acetyl chloride). Yields the product C(C)(=O)N1CCC(CC1)NC(=O)C1=C(NC2=C1N=C(N=C2C2=C(C=C(C(=C2)F)OC)OCC2CC2)C)C (N-(1-Acetylpiperidin-4-yl)-4-[2-(cyclopropylmethoxy)-5-fluoro-4-methoxyphenyl]-2,6-dimethyl-5H-pyrrolo[3,2-d]pyrimidine-7-carboxamide). As a reaction SMILES: Cl.[CH:2]1([CH2:5][O:6][C:7]2[CH:12]=[C:11]([O:13][CH3:14])[C:10]([F:15])=[CH:9][C:8]=2[C:16]2[C:17]3[NH:25][C:24]([CH3:26])=[C:23]([C:27]([NH:29][CH:30]4[CH2:35][CH2:34][NH:33][CH2:32][CH2:31]4)=[O:28])[C:18]=3[N:19]=[C:20]([CH3:22])[N:21]=2)[CH2:4][CH2:3]1.[C:36](Cl)(=[O:38])[CH3:37]>>[C:36]([N:33]1[CH2:32][CH2:31][CH:30]([NH:29][C:27]([C:23]2[C:18]3[N:19]=[C:20]([CH3:22])[N:21]=[C:16]([C:8]4[CH:9]=[C:10]([F:15])[C:11]([O:13][CH3:14])=[CH:12][C:7]=4[O:6][CH2:5][CH:2]4[CH2:4][CH2:3]4)[C:17]=3[NH:25][C:24]=2[CH3:26])=[O:28])[CH2:35][CH2:34]1)(=[O:38])[CH3:37] |f:0.1|. Reported procedure: Starting from 4-[2-(cyclopropylmethoxy)-5-fluoro-4-methoxyphenyl]-2,6-dimethyl-N-(piperidin-4-yl)-5H-pyrrolo[3,2-d]pyrimidine-7-carboxamide hydrochloride (example D.f58) and commercially available acetyl chloride the title compound is obtained as colorless solid. Reaction SMILES: [CH3:1][O:2][C:3]([CH:4]([CH2:5][CH3:6])[O:7][c:8]1[c:9]([CH:15]=[O:16])[cH:10][c:11]([Cl:14])[cH:12][cH:13]1)=[O:17].[CH3:33][c:34]1[cH:35][cH:36][cH:37][cH:38][cH:39]1.[OH:18][CH2:19][CH2:20][OH:21].[c:22]1([CH3:23])[cH:24][cH:25][c:26]([S:27]([OH:28])(=[O:29])=[O:30])[cH:31][cH:32]1>>[CH3:1][O:2][C:3]([CH:4]([CH2:5][CH3:6])[O:7][c:8]1[c:9]([CH:15]2[O:16][CH2:20][CH2:19][O:18]2)[cH:10][c:11]([Cl:14])[cH:12][cH:13]1)=[O:17]. The product is CCC(Oc1ccc(Cl)cc1C1OCCO1)C(=O)OC. Reactants: CCC(Oc1ccc(Cl)cc1C=O)C(=O)OC, Cc1ccccc1, OCCO, Cc1ccc(S(=O)(=O)O)cc1. The reactants are O.NN (Hydrazine monohydrate), C(C)(=O)C1C(CCCC1=O)=O (2-acetylcyclohexane-1,3-dione). Run in CCO (EtOH). Reaction conditions: time 2 hour. Yields the product CC1=NNC=2CCCC(C12)=O (3-methyl-6,7-dihydro-1H-indazol-4(5H)-one). Yield: 23.2%. As a reaction SMILES: O.[NH2:2][NH2:3].[C:4]([CH:7]1[C:12](=[O:13])[CH2:11][CH2:10][CH2:9][C:8]1=O)(=O)[CH3:5]>CCO>[CH3:5][C:4]1[C:7]2[C:12](=[O:13])[CH2:11][CH2:10][CH2:9][C:8]=2[NH:3][N:2]=1 |f:0.1|. Procedure details: According to Scheme 4 Step 3: Hydrazine monohydrate (7.59 mmol, 0.37 mL) was added to a solution of 2-acetylcyclohexane-1,3-dione (7.59 mmol, 1.17 g) in EtOH (19 mL) at 0° C. and the reaction mixture was stirred at room temperature for 2 hours. After evaporation, the crude residue was purified by flash chromatography over silica gel using DCM/AcOEt (70:30 to 50:50) as eluent to yield 3-methyl-6,7-dihydro-1H-indazol-4(5H)-one (1.76 mmol, 265 mg, 23%) as a yellow solid. Reactants: compound II, C1(=CC=CC=C1)C(C(=O)O)C1=CC=CC=C1 (diphenylacetic acid), N=C=N (carbodiimide), anhydrides, aliphatic monoesters, C(O)(O)=O (carbonic acid), alkyl and aryl sulfonic acids, N,N'-dimethylchloroformiminium chloride, O1[NH+]=CC=C1 (isoxazolium), thioester, C(C)P(=O)(CC)C#N (DEPC), ketenimine, compound II, N1[C-]=CC=C1 (azolide), acid III, C1(=CC=CC=C1)P(=O)(C1=CC=CC=C1)N=[N+]=[N-] (diphenylphosphoryl azide), N,N'-carbonyldiimidazole, acid chloride, N,N'-carbonylditriazole, C(C)P(=O)(CC)C#N (diethylphosphoryl cyanide), C1(CCCCC1)N=C=NC1CCCCC1 (N,N'-dicyclohexylcarbodiimide), amide, ester, acid anhydrides, anhydrides, C(C)(C)N=C=NC(C)C (N,N'-diisopropylcarbodiimide), C1(CCCCC1)N=C=NCCN1CCOCC1 (N-cyclohexyl-N'-(2-morpholinoethyl)carbodiimide), [N-]=[N+]=[N-] (azide), XXI, amide nitrogen, P(OC1=CC=CC=C1)(OC1=CC=CC=C1)[O-] (diphenyl phosphite). Yields the product N1C=NC=C1 (imidazole), N1N=CC=C1 (pyrazole). Reaction SMILES: C(=O)(O)O.[C:5]1([CH:11]([C:15]2[CH:20]=CC=CC=2)C(O)=O)C=CC=C[CH:6]=1.[N-:21]=[N+:22]=[N-].[NH:24]=[C:25]=[NH:26].C1(N=C=NC2CCCCC2)CCCCC1.C(N=C=NC(C)C)(C)C.C1(N=C=NCCN2CCOCC2)CCCCC1.O1C=CC=[NH+]1.C1(P(N=[N+]=[N-])(C2C=CC=CC=2)=O)C=CC=CC=1.C(P(C#N)(CC)=O)C.P([O-])(OC1C=CC=CC=1)OC1C=CC=CC=1.N1C=CC=[C-]1>>[NH:24]1[CH:15]=[CH:20][N:26]=[CH:25]1.[NH:21]1[CH:11]=[CH:5][CH:6]=[N:22]1. Reported procedure: Thus, with respect to said acid III to be used to couple with compound II, functional equivalents include the corresponding acid anhydrides, including mixed anhydrides and particularly the mixed anhydrides prepared from stronger acids such as the lower aliphatic monoesters of carbonic acid, or alkyl and aryl sulfonic acids and of more hindered acids such as diphenylacetic acid. In addition, an acid azide or an active ester or thioester (e.g., with p-nitrophenyl, 2,4-dinitrophenol, thiophenol, th... Reactants: BrC=1C=C(SC1)C=O (4-bromothiophene-2-carbaldehyde), [Cu]C#N (copper(I) cyanide). Solvent: CN(C)C=O (DMF). Product: C(#N)C=1C=C(SC1)C=O (4-Cyanothiophene-2-carbaldehyde). Yield: 71.5%. Reaction SMILES: Br[C:2]1[CH:3]=[C:4]([CH:7]=[O:8])[S:5][CH:6]=1.[Cu][C:10]#[N:11]>CN(C=O)C>[C:10]([C:2]1[CH:3]=[C:4]([CH:7]=[O:8])[S:5][CH:6]=1)#[N:11]. Procedure details: 49.3 g (258.05 mmol) of 4-bromothiophene-2-carbaldehyde and 27.8 g (310.41 mmol) of copper(I) cyanide were suspended in 130 ml of absolute DMF and the suspension was refluxed for 8 hours. The solvent was evaporated in vacuo in a rotary evaporator at 400C, the residue was suspended in ethyl acetate and the suspension was transferred into a Soxleth apparatus. The residue was extracted overnight, the yellow solution was dried over sodium sulfate and evaporated in vacuo in a rotary evaporator, and t...